Dataset: the Open Reaction Database (ORD), a public repository of structured organic reaction records. Task: describe an organic reaction: reactants, conditions, products, and yield Starting materials: CC=1C=C(C(=C(C(=O)O)C1)NC(C(F)(F)F)=O)SC (5-methyl-3-(methylthio)-2-(trifluoroacetylamino)benzoic acid), O.[OH-].[Li+] (lithium hydroxide monohydrate), Cl (hydrochloric acid). Solvent: CO (methanol), O (water), O (water). Run at time 30 minute. Product: NC1=C(C(=O)O)C=C(C=C1SC)C (2-amino-5-methyl-3-(methylthio)benzoic acid). The yield is 101.4%. Reaction SMILES: [CH3:1][C:2]1[CH:3]=[C:4]([S:18][CH3:19])[C:5]([NH:11]C(=O)C(F)(F)F)=[C:6]([CH:10]=1)[C:7]([OH:9])=[O:8].O.[OH-].[Li+].Cl>CO.O>[NH2:11][C:5]1[C:4]([S:18][CH3:19])=[CH:3][C:2]([CH3:1])=[CH:10][C:6]=1[C:7]([OH:9])=[O:8] |f:1.2.3|. Reported procedure: 22.0 g (75.0 mmol) of 5-methyl-3-(methylthio)-2-(trifluoroacetylamino)benzoic acid and 9.44 g (225 mmol) of lithium hydroxide monohydrate were heated under reflux in a mixture of 200 ml of methanol and 30 ml of water for 4 h. For work-up, the contents were cooled and freed of the solvents. The residue was taken up in water and the mixture was acidified to pH<3 with dilute hydrochloric acid. The mixture was stirred at a temperature of 0° C.-5° C. for 30 minutes and then filtered. 15.0 g of 2-amin... The reactants are O=C(O)c1cnc(N2CCC(F)(F)CC2)c(OCC2CCCC2)n1, CC(C)CC(N)CO, CCCOc1nc(C(=O)NC(CO)CC(C)C)cnc1N1CCCC1. Yields the product CC(C)CC(CO)NC(=O)c1cnc(N2CCC(F)(F)CC2)c(OCC2CCCC2)n1. RXN SMILES: [CH:26]1([CH2:31][O:32][c:33]2[c:34]([N:42]3[CH2:43][CH2:44][C:45]([F:48])([F:49])[CH2:46][CH2:47]3)[n:35][cH:36][c:37]([C:39](=[O:40])[OH:41])[n:38]2)[CH2:27][CH2:28][CH2:29][CH2:30]1.[NH2:50][CH:51]([CH2:52][OH:53])[CH2:54][CH:55]([CH3:56])[CH3:57].[OH:1][CH2:2][CH:3]([CH2:4][CH:5]([CH3:6])[CH3:7])[NH:8][C:9]([c:10]1[cH:11][n:12][c:13]([N:14]2[CH2:15][CH2:16][CH2:17][CH2:18]2)[c:19]([O:20][CH2:21][CH2:22][CH3:23])[n:24]1)=[O:25]>>[OH:1][CH2:2][CH:3]([CH2:4][CH:5]([CH3:6])[CH3:7])[NH:8][C:39]([c:37]1[cH:36][n:35][c:34]([N:42]2[CH2:43][CH2:44][C:45]([F:48])([F:49])[CH2:46][CH2:47]2)[c:33]([O:32][CH2:31][CH:26]2[CH2:27][CH2:28][CH2:29][CH2:30]2)[n:38]1)=[O:41]. Reactants: C(CCC)[Li] (n-Butyllithium), BrC=1C=CC(=NC1)OCCCN1CCCC1 (5-bromo-2-(3-pyrrolidin-1-ylpropoxy)pyridine), C(C)(C)OB1OC(C(O1)(C)C)(C)C (2-isopropoxy-4,4,5,5-tetramethyl-1,3,2-dioxaborolane). The solvent is C1CCOC1 (THF). Reaction conditions: time 12 hour. Yields the product N1(CCCC1)CCCOC1=NC=C(C=C1)B1OC(C(O1)(C)C)(C)C (2-(3-Pyrrolidin-1-ylpropoxy)-5-(4,4,5,5-tetramethyl-1,3,2-dioxaborolan-2-yl)pyridine). Yield: 98.5%. Reaction SMILES: C([Li])CCC.Br[C:7]1[CH:8]=[CH:9][C:10]([O:13][CH2:14][CH2:15][CH2:16][N:17]2[CH2:21][CH2:20][CH2:19][CH2:18]2)=[N:11][CH:12]=1.C(O[B:26]1[O:30][C:29]([CH3:32])([CH3:31])[C:28]([CH3:34])([CH3:33])[O:27]1)(C)C>C1COCC1>[N:17]1([CH2:16][CH2:15][CH2:14][O:13][C:10]2[CH:9]=[CH:8][C:7]([B:26]3[O:30][C:29]([CH3:32])([CH3:31])[C:28]([CH3:34])([CH3:33])[O:27]3)=[CH:12][N:11]=2)[CH2:21][CH2:20][CH2:19][CH2:18]1. Reported procedure: n-Butyllithium (5.68 mL, 14.20 mmol) was added dropwise to a mixture of 5-bromo-2-(3-pyrrolidin-1-ylpropoxy)pyridine (2.7 g, 9.47 mmol) and 2-isopropoxy-4,4,5,5-tetramethyl-1,3,2-dioxaborolane (2.64 g, 14.20 mmol) in THF (20 mL) at −78° C. over a period of 10 minutes under an inert atmosphere. The resulting mixture was allowed to warm to ambient temperature and stirred for 12 h. The reaction mixture was quenched by the addition of a sat. aqueous solution of ammonium chloride, extracted with EtOA... The reactants are [Al+3], CCS, COC(=O)C(C)C1CCc2cc(OC)ccc21, [Cl-], [Cl-], [Cl-], ClCCl. Product: COC(=O)C(C)C1CCc2cc(O)ccc21. Reaction SMILES: [Al+3:19].[CH2:22]([SH:23])[CH3:24].[CH3:1][O:2][C:3]([CH:4]([CH3:5])[CH:6]1[CH2:7][CH2:8][c:9]2[cH:10][c:11]([O:15][CH3:16])[cH:12][cH:13][c:14]21)=[O:17].[Cl-:18].[Cl-:20].[Cl-:21].[Cl:25][CH2:26][Cl:27]>>[CH3:1][O:2][C:3]([CH:4]([CH3:5])[CH:6]1[CH2:7][CH2:8][c:9]2[cH:10][c:11]([OH:15])[cH:12][cH:13][c:14]21)=[O:17]. The reactants are O=C1CCc2c(OCC(O)CNC3CCc4ccccc4C3)cccc21, CCO, Cl, O=C1CCc2c(OCC3CO3)cccc21. Product: NC1CCc2ccccc2C1. As a reaction SMILES: [CH2:17]1[CH:18]([NH:27][CH2:28][CH:29]([OH:30])[CH2:31][O:32][c:33]2[cH:34][cH:35][cH:36][c:37]3[c:38]2[CH2:39][CH2:40][C:41]3=[O:42])[CH2:19][CH2:20][c:21]2[cH:22][cH:23][cH:24][cH:25][c:26]21.[CH3:43][CH2:44][OH:45].[ClH:16].[O:1]1[CH2:2][CH:3]1[CH2:4][O:5][c:6]1[cH:7][cH:8][cH:9][c:10]2[c:11]1[CH2:12][CH2:13][C:14]2=[O:15]>>[CH2:17]1[CH:18]([NH2:27])[CH2:19][CH2:20][c:21]2[cH:22][cH:23][cH:24][cH:25][c:26]21. Reactants: C1(OC(C=2CCCCC12)=O)=O (4,5,6,7-tetrahydro-isobenzofuran-1,3-dione), BrC=1C=C(C=CC1F)CC(=O)O (3-bromo-4-fluorophenylacetic acid), C(C)(=O)[O-].[Na+] (sodium acetate). Yields the product BrC=1C=C(C=C2OC(C=3CCCCC23)=O)C=CC1F (3-(3-Bromo-4-fluoro-benzylidene)-4,5,6,7-tetrahydro-3H-isobenzofuran-1-one). As a reaction SMILES: [C:1]1(=[O:11])[C:9]2[CH2:8][CH2:7][CH2:6][CH2:5][C:4]=2[C:3](=O)[O:2]1.[Br:12][C:13]1[CH:14]=[C:15]([CH2:20]C(O)=O)[CH:16]=[CH:17][C:18]=1[F:19].C([O-])(=O)C.[Na+]>>[Br:12][C:13]1[CH:14]=[C:15]([CH:16]=[CH:17][C:18]=1[F:19])[CH:20]=[C:3]1[C:4]2[CH2:5][CH2:6][CH2:7][CH2:8][C:9]=2[C:1](=[O:11])[O:2]1 |f:2.3|. Reported procedure: 4,5,6,7-tetrahydro-isobenzofuran-1,3-dione (7) (16.7 g, 109.7 mmol) and 3-bromo-4-fluorophenylacetic acid (15.0 g, 64.37 mmol) were heated in the presence of sodium acetate (0.259 g, 3.160 mmol) to 210° C. using a ‘Wood's Alloy’ bath for 4.5 hours. The reaction mixture was then poured into a crucible and cooled to give a crystalline solid. The solid was ground with a mortar and pestle and triturated with ethanol (20 ml). The resultant suspension was then filtered and washed with further ethanol ... Starting materials: COc1ncccc1-c1cc(C#Cc2ccc(N)cn2)c(OC)c(C(C)(C)C)c1, CCOC(C)=O, CO, [H][H]. Product: COc1ncccc1-c1cc(CCc2ccc(N)cn2)c(OC)c(C(C)(C)C)c1. RXN SMILES: [C:1]([CH3:2])([CH3:3])([CH3:4])[c:5]1[c:6]([O:28][CH3:29])[c:7]([C:19]#[C:20][c:21]2[cH:22][cH:23][c:24]([NH2:27])[cH:25][n:26]2)[cH:8][c:9](-[c:11]2[c:12]([O:17][CH3:18])[n:13][cH:14][cH:15][cH:16]2)[cH:10]1.[CH3:32][CH2:33][O:34][C:35]([CH3:36])=[O:37].[CH3:38][OH:39].[H:30][H:31]>>[C:1]([CH3:2])([CH3:3])([CH3:4])[c:5]1[c:6]([O:28][CH3:29])[c:7]([CH2:19][CH2:20][c:21]2[cH:22][cH:23][c:24]([NH2:27])[cH:25][n:26]2)[cH:8][c:9](-[c:11]2[c:12]([O:17][CH3:18])[n:13][cH:14][cH:15][cH:16]2)[cH:10]1. Starting materials: O=C([O-])[O-], ClCCCN1CCCCC1, Cl, [K+], [K+], CN(C)C=O, O=[N+]([O-])c1ccc(O)cc1[N+](=O)[O-]. Product: O=[N+]([O-])c1ccc(OCCCN2CCCCC2)cc1[N+](=O)[O-]. As a reaction SMILES: [C:25](=[O:26])([O-:27])[O-:28].[Cl:15][CH2:16][CH2:17][CH2:18][N:19]1[CH2:20][CH2:21][CH2:22][CH2:23][CH2:24]1.[ClH:14].[K+:29].[K+:30].[O:31]=[CH:32][N:33]([CH3:34])[CH3:35].[OH:1][c:2]1[cH:3][cH:4][c:5]([N+:11]([O-:12])=[O:13])[c:6]([N+:8]([O-:9])=[O:10])[cH:7]1>>[O:1]([c:2]1[cH:3][cH:4][c:5]([N+:11]([O-:12])=[O:13])[c:6]([N+:8]([O-:9])=[O:10])[cH:7]1)[CH2:16][CH2:17][CH2:18][N:19]1[CH2:20][CH2:21][CH2:22][CH2:23][CH2:24]1. RXN SMILES: C([O:5][NH:6][C:7](=[O:32])[CH2:8][N:9]([S:21]([C:24]1[CH:29]=[CH:28][C:27]([O:30][CH3:31])=[CH:26][CH:25]=1)(=[O:23])=[O:22])[CH2:10][C:11]1[CH:20]=[CH:19][C:18]2[C:13](=[CH:14][CH:15]=[CH:16][CH:17]=2)[N:12]=1)(C)(C)C.C(O)C>C(Cl)Cl>[OH:5][NH:6][C:7](=[O:32])[CH2:8][N:9]([S:21]([C:24]1[CH:25]=[CH:26][C:27]([O:30][CH3:31])=[CH:28][CH:29]=1)(=[O:23])=[O:22])[CH2:10][C:11]1[CH:20]=[CH:19][C:18]2[C:13](=[CH:14][CH:15]=[CH:16][CH:17]=2)[N:12]=1. Product: ONC(CN(CC1=NC2=CC=CC=C2C=C1)S(=O)(=O)C1=CC=C(C=C1)OC)=O (N-hydroxy-2-[[4-methoxybenzenesulfonyl](2-quinolinylmethyl)amino]acetamide). The solvent is C(Cl)Cl (methylene chloride). Reaction conditions: time 8 hour. Procedure: (a) N-(t-Butyloxy)-2-[[4-methoxybenzenesulfonyl](2-quinolinylmethyl)amino]acetamide (1.15 g, 2.42 mmol) is dissolved in methylene chloride (30.0 mL) and ethanol (0.20 mL) in a glass sealed tube. Hydrochloric acid gas (from a lecture bottle) is bubbled through the solution for 20 minutes, and then the tube is sealed and stands at room temperature overnight. The next day, additional hydrochloric acid gas is bubbled through the solution for 20 minutes, more ethanol (0.20 mL) is added, and then the ... Starting materials: C(C)(C)(C)ONC(CN(CC1=NC2=CC=CC=C2C=C1)S(=O)(=O)C1=CC=C(C=C1)OC)=O (N-(t-Butyloxy)-2-[[4-methoxybenzenesulfonyl](2-quinolinylmethyl)amino]acetamide), C(C)O (ethanol). The reactants are [C@H](C)(CC)NCC=1NC(C2=C(N1)CCOC2)=O ((S)-2-((sec-butylamino)methyl)-7,8-dihydro-3H-pyrano[4,3-d]pyrimidin-4(5H)-one), FC1=CC=C(C(=O)C2CCN(CC2)CC(=O)O)C=C1 (2-(4-(4-fluorobenzoyl)piperidin-1-yl)acetic acid), C26H33FN4O4. Product: [C@H](C)(CC)N(C(CN1CCC(CC1)C(C1=CC=C(C=C1)F)=O)=O)CC=1NC(C2=C(N1)CCOC2)=O ((S)—N-sec-Butyl-2-(4-(4-fluorobenzoyl)piperidin-1-yl)-N-((4-oxo-4,5,7,8-tetrahydro-3H-pyrano[4,3-d]pyrimidin-2-yl)methyl)acetamide). RXN SMILES: [C@@H:1]([NH:5][CH2:6][C:7]1[NH:8][C:9](=[O:17])[C:10]2[CH2:16][O:15][CH2:14][CH2:13][C:11]=2[N:12]=1)([CH2:3][CH3:4])[CH3:2].[F:18][C:19]1[CH:36]=[CH:35][C:22]([C:23]([CH:25]2[CH2:30][CH2:29][N:28]([CH2:31][C:32](O)=[O:33])[CH2:27][CH2:26]2)=[O:24])=[CH:21][CH:20]=1>>[C@@H:1]([N:5]([CH2:6][C:7]1[NH:8][C:9](=[O:17])[C:10]2[CH2:16][O:15][CH2:14][CH2:13][C:11]=2[N:12]=1)[C:32](=[O:33])[CH2:31][N:28]1[CH2:29][CH2:30][CH:25]([C:23](=[O:24])[C:22]2[CH:21]=[CH:20][C:19]([F:18])=[CH:36][CH:35]=2)[CH2:26][CH2:27]1)([CH2:3][CH3:4])[CH3:2]. Reported procedure: Following general procedure of Example 4, the title compound was prepared (8.7 mg) from (S)-2-((sec-butylamino)methyl)-7,8-dihydro-3H-pyrano[4,3-d]pyrimidin-4(5H)-one and 2-(4-(4-fluorobenzoyl)piperidin-1-yl)acetic acid. Exact mass calculated for C26H33FN4O4 484.6. found 485.4 (ESI, M+H); 1H NMR (400 MHz, dichloromethane-d2) δ ppm 7.87-8.08 (m, 2H) 7.09-7.25 (m, 2H) 4.41-4.57 (m, 2H) 4.20-4.40 (m, 3H) 4.16 (d, J=8.08 Hz, 1H) 3.83-3.97 (m, 2H) 3.19-3.42 (m, 3H) 3.11 (d, J=5.56 Hz, 1H) 2.93 (d, J=...